Dataset: the Open Reaction Database (ORD), a public repository of structured organic reaction records. Task: describe an organic reaction: reactants, conditions, products, and yield Starting materials: Fc1cc(Br)c2occc2c1, [Li]CCCC, CN(C)C=O, CCCCC, [Cl-], [NH4+], C1CCOC1. Yields the product O=Cc1cc(F)cc2ccoc12. As a reaction SMILES: [Br:1][c:2]1[cH:3][c:4]([F:11])[cH:5][c:6]2[cH:7][cH:8][o:9][c:10]12.[CH2:12]([Li:13])[CH2:14][CH2:15][CH3:16].[CH3:17][N:18]([CH:19]=[O:20])[CH3:21].[CH3:29][CH2:30][CH2:31][CH2:32][CH3:33].[Cl-:22].[NH4+:23].[O:24]1[CH2:25][CH2:26][CH2:27][CH2:28]1>>[c:2]1([CH:19]=[O:20])[cH:3][c:4]([F:11])[cH:5][c:6]2[cH:7][cH:8][o:9][c:10]12. Solvent: CCOCC (ether). As a reaction SMILES: [CH3:1][N:2]([CH:4]([C:9]1([C:13]2[CH:18]=[CH:17][C:16]([Cl:19])=[CH:15][CH:14]=2)[CH2:12][CH2:11][CH2:10]1)[CH2:5][CH2:6]OC)[CH3:3].[H-].[Na+].[CH:22]([C:24]1[CH:29]=[CH:28][N:27]=[CH:26][CH:25]=1)=[CH2:23].O.[O:31]1CCC[CH2:32]1>CCOCC>[CH3:3][N:2]([CH:4]([C:9]1([C:13]2[CH:14]=[CH:15][C:16]([Cl:19])=[CH:17][CH:18]=2)[CH2:10][CH2:11][CH2:12]1)[CH2:5][CH2:6][CH2:32][O:31][CH2:23][CH2:22][C:24]1[CH:29]=[CH:28][N:27]=[CH:26][CH:25]=1)[CH3:1] |f:1.2|. Reactants: C(=C)C1=CC=NC=C1 (4-vinylpyridine), O1CCCC1 (tetrahydrofuran), CN(C)C(CCOC)C1(CCC1)C1=CC=C(C=C1)Cl (N,N-dimethyl-1-[1-(4-chlorophenyl)cyclobutyl]-3-methoxypropylamine), [H-].[Na+] (sodium hydride), O1CCCC1 (tetrahydrofuran), O1CCCC1 (tetrahydrofuran), O (Water). Yields the product CN(C)C(CCCOCCC1=CC=NC=C1)C1(CCC1)C1=CC=C(C=C1)Cl (N,N-dimethyl-1-[1-(4-chlorophenyl)cyclobutyl]-4-[2-(4-pyridyl)ethoxy]butylamine). Run at time 1 hour. Procedure: A solution of 3-[1-(4-chlorophenyl)cyclobutyl]-3-dimethylaminopropan-1-ol (3 g prepared as described in Example 211) in tetrahydrofuran (50 ml) was added to a stirred suspension of sodium hydride (1.02 g of a 50% dispersion in mineral oil) in tetrahydrofuran (60 ml). The mixture was stirred at ambient temperature for one hour and a solution of 4-vinylpyridine (5.74 ml) in tetrahydrofuran (10 ml) was added and the mixture allowed to stand for 72 hours at ambient temperature and then heated under ... The reactants are anhydride, Anhydride, anhydride, CN1CCOCC1 (N-methylmorpholine), C(C(C)(C)C)(=O)Cl (pivaloyl chloride), dipeptide, N([C@H](C)C(=O)O)C(=O)OC(C)(C)C (Boc-(D)-Ala-OH), N([C@@H](CC(C)C)C(=O)CC1=CC=CC=C1)C (H-MeLeu-Bzl). Solvent: C(Cl)(Cl)Cl (chloroform), O (water), C(Cl)(Cl)Cl (chloroform), C(Cl)(Cl)Cl (chloroform). Reaction conditions: temperature -20 celsius. The product is N([C@H](C)C(=O)N([C@@H](CC(C)C)C(=O)CC1=CC=CC=C1)C)C(=O)OC(C)(C)C (BOC-(D)-Ala-MeLeu-Bzl). As a reaction SMILES: [NH:1]([C:7]([O:9][C:10]([CH3:13])([CH3:12])[CH3:11])=[O:8])[C@@H:2]([C:4]([OH:6])=O)[CH3:3].CN1CCOCC1.C(Cl)(=O)C(C)(C)C.[NH:28]([CH3:43])[C@H:29]([C:34]([CH2:36][C:37]1[CH:42]=[CH:41][CH:40]=[CH:39][CH:38]=1)=[O:35])[CH2:30][CH:31]([CH3:33])[CH3:32]>C(Cl)(Cl)Cl.O>[NH:1]([C:7]([O:9][C:10]([CH3:13])([CH3:12])[CH3:11])=[O:8])[C@@H:2]([C:4]([N:28]([CH3:43])[C@H:29]([C:34]([CH2:36][C:37]1[CH:38]=[CH:39][CH:40]=[CH:41][CH:42]=1)=[O:35])[CH2:30][CH:31]([CH3:32])[CH3:33])=[O:6])[CH3:3]. Reported procedure: 18.9 g (100 m mol) Boc-(D)-Ala-OH are dissolved in 250 ml chloroform and cooled with stirring to -20° C. 23.1 ml (21.2 g=210 m mol) N-methylmorpholine and 12.2 ml (12.0 g=100 m mol) pivaloyl chloride are then added and the whole stirred for 2 hours, still at -20° C. Anhydride formation is followed by means of IR control. When anhydride formation is complete 23.5 g (100 m mol) H-MeLeu-Bzl dissolved in 50 ml chloroform are added dropwise to the obtained reaction mixture at -20° C. and over a perio... The reactants are resultant mixture, BrCCCCBr (1,4-dibromobutane), C([O-])([O-])=O.[K+].[K+] (potassium carbonate), COC=1C=CC2=C(C(NC(=CO2)C)=O)C1 (4,5-dihydro-7-methoxy-3-methyl-1,4-benzoxazepin-5-one), ClN1C(CCC1=O)=O (N-chlorosuccinimide), resultant mixture. The solvent is CC(=O)C (acetone). Product: BrCCCCN1C(=COC2=C(C1=O)C=C(C=C2)OC)CCl (4-(4-bromobutyl)-3-chloromethyl-4,5-dihydro-7-methoxy-1,4-benzoxazepin-5-one). The yield is 37.0%. Reaction SMILES: [CH3:1][O:2][C:3]1[CH:4]=[CH:5][C:6]2[O:12][CH:11]=[C:10]([CH3:13])[NH:9][C:8](=[O:14])[C:7]=2[CH:15]=1.[Br:16][CH2:17][CH2:18][CH2:19][CH2:20]Br.C(=O)([O-])[O-].[K+].[K+].[Cl:28]N1C(=O)CCC1=O>CC(C)=O>[Br:16][CH2:17][CH2:18][CH2:19][CH2:20][N:9]1[C:8](=[O:14])[C:7]2[CH:15]=[C:3]([O:2][CH3:1])[CH:4]=[CH:5][C:6]=2[O:12][CH:11]=[C:10]1[CH2:13][Cl:28] |f:2.3.4|. Procedure: 2.1 g of 4,5-dihydro-7-methoxy-3-methyl-1,4-benzoxazepin-5-one was dissolved in 50 ml of acetone, 5.5 g (2.5 equivalents) of 1,4-dibromobutane and 3.5 g (2.5 equivalents) of potassium carbonate were added, then the resultant mixture was heated and refluxed for 10 hours. This was allowed to cool, then was filtered, the filtrate was concentrated, and the residue was dissolved in 60 ml of carbon tetrachloride. 1.6 g (1.2 equivalents) of N-chlorosuccinimide was added and the resultant mixture was ag... Starting materials: ClC=1C=C(C=CC1)S(=O)(=O)C1C(/C(/CCC1)=C/N(C)C)=O (2-(3-chloro-benzenesulfonyl)-6-[1-dimethylamino-meth-(E)-ylidene]-cyclohexanone), [N+](=O)(O)[O-].[N+](=O)(O)[O-].COC=1C=C(C=CC1N1C=NC(=C1)C)NC(=N)N (N-[3-methoxy-4-(4-methyl-imidazol-1-yl)-phenyl]-guanidine dinitrate). Product: ClC=1C=C(C=CC1)S(=O)(=O)C1CCCC=2C=NC(=NC12)NC1=CC(=C(C=C1)N1C=NC(=C1)C)OC ([8-(3-Chloro-benzenesulfonyl)-5,6,7,8-tetrahydro-quinazolin-2-yl]-[3-methoxy-4-(4-methyl-imidazol-1-yl)-phenyl]-amine), solid. Isolated yield 30.0%. Reaction SMILES: [Cl:1][C:2]1[CH:3]=[C:4]([S:8]([CH:11]2[CH2:16][CH2:15][CH2:14]/[C:13](=[CH:17]\N(C)C)/[C:12]2=O)(=[O:10])=[O:9])[CH:5]=[CH:6][CH:7]=1.[N+]([O-])(O)=O.[N+]([O-])(O)=O.[CH3:30][O:31][C:32]1[CH:33]=[C:34]([NH:44][C:45]([NH2:47])=[NH:46])[CH:35]=[CH:36][C:37]=1[N:38]1[CH:42]=[C:41]([CH3:43])[N:40]=[CH:39]1>>[Cl:1][C:2]1[CH:3]=[C:4]([S:8]([CH:11]2[C:12]3[N:47]=[C:45]([NH:44][C:34]4[CH:35]=[CH:36][C:37]([N:38]5[CH:42]=[C:41]([CH3:43])[N:40]=[CH:39]5)=[C:32]([O:31][CH3:30])[CH:33]=4)[N:46]=[CH:17][C:13]=3[CH2:14][CH2:15][CH2:16]2)(=[O:10])=[O:9])[CH:5]=[CH:6][CH:7]=1 |f:1.2.3|. Procedure details: The title compound was prepared from crude 2-(3-chloro-benzenesulfonyl)-6-[1-dimethylamino-meth-(E)-ylidene]-cyclohexanone (108 mg, 0.33 mmol) and N-[3-methoxy-4-(4-methyl-imidazol-1-yl)-phenyl]-guanidine dinitrate (111 mg, 0.30 mmol) using in analogous manner the procedure described in example 45b). Obtained as a yellow solid (46 mg, 30%). MS ISP (m/e): 510.3/512.2 (100/39) [(M+H)+]. 1H NMR (DMSO-D6, 300 MHz): δ (ppm)=9.59 (s, 1H), 8.39 (s, 1H), 7.66-7.70 (m, 3H), 7.58 (d, 1H), 7.47-7.52 (m, 2H...